This data is from the Open Reaction Database (ORD), a public repository of structured organic reaction records. The task is: describe an organic reaction: reactants, conditions, products, and yield The reactants are BrC1=C2C=CNC2=CC=C1 (4-bromo-1H-indole), [H-].[Na+] (NaH), C(C)(=O)OCC (ethyl acetate), [Si](C)(C)(C(C)(C)C)Cl (t-butyldimethylsilyl chloride). The solvent is CN(C=O)C (dimethylformamide), CN(C=O)C (dimethylformamide). Reaction conditions: temperature -10 celsius, time 30 minute. The product is BrC1=C2C=CN(C2=CC=C1)[Si](C)(C)C(C)(C)C (4-bromo-1-(t-butyldimethylsilyl)-1H-indole). Isolated yield 66.7%. Reaction SMILES: [Br:1][C:2]1[CH:10]=[CH:9][CH:8]=[C:7]2[C:3]=1[CH:4]=[CH:5][NH:6]2.[H-].[Na+].[Si:13](Cl)([C:16]([CH3:19])([CH3:18])[CH3:17])([CH3:15])[CH3:14].C(OCC)(=O)C>CN(C)C=O>[Br:1][C:2]1[CH:10]=[CH:9][CH:8]=[C:7]2[C:3]=1[CH:4]=[CH:5][N:6]2[Si:13]([C:16]([CH3:19])([CH3:18])[CH3:17])([CH3:15])[CH3:14] |f:1.2|. Procedure: A solution of 4-bromo-1H-indole (36 g) in dimethylformamide (80 mL) was treated with a suspension of NaH (60% in mineraloil, 6.9 g) in dimethylformamide (200 mL) at 20° C. After stirring for 30 min the mixture was cooled to −10° C. an treated portionwise with t-butyldimethylsilyl chloride (38 g) followed by stirring for 1 h at room temperature. Standard work-up with ethyl acetate gave and oil which was purified by flash chromatography giving 4-bromo-1-(t-butyldimethylsilyl)-1H-indole (38 g) as a... Starting materials: C([O-])([O-])=O.[K+].[K+] (Potassium carbonate), isopropenylboric acid pinacol ester, BrC1=C2C(=NC=C1)N(C=C2CN(C(OC(C)(C)C)=O)C2CC2)CCCOC (tert-butyl {[4-bromo-1-(3-methoxypropyl)-1H-pyrrolo[2,3-b]pyridin-3-yl]methyl}cyclopropylcarbamate), O1CCOCC1 (1,4-dioxane), O (Water). Reagents/catalysts: Cl[Pd]Cl.C1(=CC=CC=C1)P(C1=CC=CC=C1)[C-]1C=CC=C1.[C-]1(C=CC=C1)P(C1=CC=CC=C1)C1=CC=CC=C1.[Fe+2] (bis(diphenylphosphino)ferrocene dichloropalladium(II)). Run at temperature 110 celsius, time 19 hour. Yields the product C1(CC1)N(C(OC(C)(C)C)=O)CC1=CN(C2=NC=CC(=C21)C(=C)C)CCCOC (tert-butyl cyclopropyl{[4-isopropenyl-1-(3-methoxypropyl)-1H-pyrrolo[2,3-b]pyridin-3-yl]methyl}carbamate). Reaction SMILES: [C:1](=O)([O-])[O-].[K+].[K+].Br[C:8]1[CH:13]=[CH:12][N:11]=[C:10]2[N:14]([CH2:29][CH2:30][CH2:31][O:32][CH3:33])[CH:15]=[C:16]([CH2:17][N:18]([CH:26]3[CH2:28][CH2:27]3)[C:19](=[O:25])[O:20][C:21]([CH3:24])([CH3:23])[CH3:22])[C:9]=12.O.O1[CH2:40][CH2:39]OCC1>Cl[Pd]Cl.C1(P([C-]2C=CC=C2)C2C=CC=CC=2)C=CC=CC=1.[C-]1(P(C2C=CC=CC=2)C2C=CC=CC=2)C=CC=C1.[Fe+2]>[CH:26]1([N:18]([CH2:17][C:16]2[C:9]3[C:10](=[N:11][CH:12]=[CH:13][C:8]=3[C:39]([CH3:40])=[CH2:1])[N:14]([CH2:29][CH2:30][CH2:31][O:32][CH3:33])[CH:15]=2)[C:19](=[O:25])[O:20][C:21]([CH3:23])([CH3:24])[CH3:22])[CH2:27][CH2:28]1 |f:0.1.2,6.7.8.9|. Procedure: Potassium carbonate (207 mg), isopropenylboric acid pinacol ester (228 μl) and bis(diphenylphosphino)ferrocene dichloropalladium(II) (36.6 mg) were added to a solution of tert-butyl {[4-bromo-1-(3-methoxypropyl)-1H-pyrrolo[2,3-b]pyridin-3-yl]methyl}cyclopropylcarbamate (219 mg) in 1,4-dioxane (14.5 ml) and the mixture was stirred under argon atmosphere at 110° C. for 19 hours. Water was added to the reaction mixture and the mixture was extracted with ethyl acetate. The organic layer was washed w... The reactants are C(#N)C1=C(C=C(C=C1)CCCC(=O)OCC)O (ethyl 4-(4-cyano-3-hydroxyphenyl)butanoate), S(=O)(=O)(OC[C@H]1CO1)C1=CC=C([N+](=O)[O-])C=C1 ((R)-glycidyl nosylate). Isolated yield 89.0%. Procedure: Using the method of example 30(b), vide supra, ethyl 4-(4-cyano-3-hydroxyphenyl)butanoate (1.4 g, 6 mmol) and (R)-glycidyl nosylate (1.48 g, 5.71 mmol) were used to prepare 1.47 g (88%) of the title compound as a white solid. Product: C([C@H]1CO1)OC1=C(C=CC(=C1)CCCC(=O)OCC)C#N ((R)-2-Cyano-5-(3-carbethoxypropyl)phenyl Glycidyl Ether). RXN SMILES: [C:1]([C:3]1[CH:8]=[CH:7][C:6]([CH2:9][CH2:10][CH2:11][C:12]([O:14][CH2:15][CH3:16])=[O:13])=[CH:5][C:4]=1[OH:17])#[N:2].S(C1C=CC([N+]([O-])=O)=CC=1)(O[CH2:22][C@@H:23]1[O:25][CH2:24]1)(=O)=O>>[CH2:22]([O:17][C:4]1[CH:5]=[C:6]([CH2:9][CH2:10][CH2:11][C:12]([O:14][CH2:15][CH3:16])=[O:13])[CH:7]=[CH:8][C:3]=1[C:1]#[N:2])[C@@H:23]1[O:25][CH2:24]1.